Task: describe an organic reaction: reactants, conditions, products, and yield. Dataset: the Open Reaction Database (ORD), a public repository of structured organic reaction records The reactants are C1(=CC=CC=C1)P(C1=CC=CC=C1)C1=CC=CC=C1 (triphenylphosphine), N(=NC(=O)OC(C)C)C(=O)OC(C)C (diisopropyl azodicarboxylate), S1C(=CC=C1)CC(=O)O (thiolacetic acid), C1(C=2C(C(N1C(C(=O)NC(C(=O)OC)CCC(OC)OC)CCO)=O)=CC=CC2)=O (2-[(2-phthalimido-4-hydroxy-1-oxobutyl)amino]-5,5-dimethoxypentanoic acid, methyl ester). Run in C(C)(=O)OCC (ethyl acetate), O1CCCC1 (tetrahydrofuran), CCCCCC (hexane), O1CCCC1 (tetrahydrofuran). Reaction conditions: time 30 minute. The product is C1(C=2C(C(N1C(C(=O)NC(C(=O)OC)CCC(OC)OC)CCSC(C)=O)=O)=CC=CC2)=O (2-[[2-Phthalimido-4-(acetylthio)-1-oxobutyl]amino]-5,5-dimethoxypentanoic acid, methyl ester). Reaction SMILES: C1(P(C2C=CC=CC=2)C2C=CC=CC=2)C=CC=CC=1.N(C(OC(C)C)=O)=NC([O:24][CH:25]([CH3:27])C)=O.[C:34]1(=[O:63])[N:38]([CH:39]([CH2:55][CH2:56]O)[C:40]([NH:42][CH:43]([CH2:48][CH2:49][CH:50]([O:53][CH3:54])[O:51][CH3:52])[C:44]([O:46][CH3:47])=[O:45])=[O:41])[C:37](=[O:58])[C:36]2=[CH:59][CH:60]=[CH:61][CH:62]=[C:35]12.[S:64]1C=CC=C1CC(O)=O>O1CCCC1.CCCCCC.C(OCC)(=O)C>[C:37]1(=[O:58])[N:38]([CH:39]([CH2:55][CH2:56][S:64][C:25](=[O:24])[CH3:27])[C:40]([NH:42][CH:43]([CH2:48][CH2:49][CH:50]([O:53][CH3:54])[O:51][CH3:52])[C:44]([O:46][CH3:47])=[O:45])=[O:41])[C:34](=[O:63])[C:35]2=[CH:62][CH:61]=[CH:60][CH:59]=[C:36]12. Procedure details: A 0° C. solution of triphenylphosphine (1.26 g., 4.79 mmol., 1.5 eq.) in dry tetrahydrofuran (15 ml.) was treated with diisopropyl azodicarboxylate (943 μl., 4.79 mmol.). The resultant white slurry was stirred for 30 minutes and then treated with a solution of [S-(R*,R*)]-2-[(2-phthalimido-4-hydroxy-1-oxobutyl)amino]-5,5-dimethoxypentanoic acid, methyl ester [prepared as described in Example 4(i), 1,35 g., 3.20 mmol.]in dry tetrahydrofuran (15 ml.) followed by neat thiolacetic acid (343 μl., 4.7... The reactants are FC=1C=C(CBr)C=C(C1)F (3,5-difluorobenzyl bromide), compound ( 71 ), [H-].[Na+] (sodium hydride), FC(CCC(C#N)C#N)(F)F ((3,3,3-trifluoropropyl)malononitrile). Run in CN(C=O)C (N,N-dimethylformamide). Product: FC=1C=C(CC(C#N)(C#N)CCC(F)(F)F)C=C(C1)F (2-(3,5-difluorobenzyl)-2-(3,3,3-trifluoropropyl)malononitrile). The yield is 71.8%. Reaction SMILES: [F:1][C:2]1[CH:3]=[C:4]([CH:7]=[C:8]([F:10])[CH:9]=1)[CH2:5]Br.[H-].[Na+].[F:13][C:14]([F:23])([F:22])[CH2:15][CH2:16][CH:17]([C:20]#[N:21])[C:18]#[N:19]>CN(C)C=O>[F:1][C:2]1[CH:3]=[C:4]([CH:7]=[C:8]([F:10])[CH:9]=1)[CH2:5][C:17]([CH2:16][CH2:15][C:14]([F:13])([F:22])[F:23])([C:18]#[N:19])[C:20]#[N:21] |f:1.2|. Reported procedure: Using 0.21 g of 3,5-difluorobenzyl bromide, 3 ml of N,N-dimethylformamide, 0.05 g of sodium hydride (60% in oil), and 0.17 g of (3,3,3-trifluoropropyl)malononitrile, and according to the process described in the Production Example 26, there was obtained 0.21 g of 2-(3,5-difluorobenzyl)-2-(3,3,3-trifluoropropyl)malononitrile (the present compound (71)). Procedure: To compound 4c (300 mg, 0.5 mmol) in dichloromethane (2 mL) was added TFA (2 mL) and the reaction mixture was stirred at ambient temperature for 1 hour. Volatiles were evaporated and the residue was partitioned between saturated NaHCO3/water and EtOAc. The organic layer was dried (sodium sulfate), evaporated, purified by reverse phase HPLC(C-18 column, 15-75% ACN/water) to give compound 4d . MS (CI) m/z 502.2 (MH+). Starting materials: C(C)(C)(C)OC(=O)N[C@@H](CN1C(N(C(=C(C1=O)C1=C(C(=CC=C1)OC)F)C)CC1=C(C=CC=C1F)F)=O)C1CCCCC1 (3-[2(R)-tert-butoxycarbonylamino-2-cyclohexylethyl]-5-(2-fluoro-3-methoxyphenyl)-1-[2,6-difluorobenzyl]-6-methyl-pyrimidine-2,4(1H,3H)-dione), C(=O)(C(F)(F)F)O (TFA). RXN SMILES: C(OC([NH:8][C@H:9]([CH:38]1[CH2:43][CH2:42][CH2:41][CH2:40][CH2:39]1)[CH2:10][N:11]1[C:16](=[O:17])[C:15]([C:18]2[CH:23]=[CH:22][CH:21]=[C:20]([O:24][CH3:25])[C:19]=2[F:26])=[C:14]([CH3:27])[N:13]([CH2:28][C:29]2[C:34]([F:35])=[CH:33][CH:32]=[CH:31][C:30]=2[F:36])[C:12]1=[O:37])=O)(C)(C)C.C(O)(C(F)(F)F)=O>ClCCl>[NH2:8][C@H:9]([CH:38]1[CH2:43][CH2:42][CH2:41][CH2:40][CH2:39]1)[CH2:10][N:11]1[C:16](=[O:17])[C:15]([C:18]2[CH:23]=[CH:22][CH:21]=[C:20]([O:24][CH3:25])[C:19]=2[F:26])=[C:14]([CH3:27])[N:13]([CH2:28][C:29]2[C:30]([F:36])=[CH:31][CH:32]=[CH:33][C:34]=2[F:35])[C:12]1=[O:37]. Solvent: ClCCl (dichloromethane). Reaction conditions: time 1 hour. Product: N[C@@H](CN1C(N(C(=C(C1=O)C1=C(C(=CC=C1)OC)F)C)CC1=C(C=CC=C1F)F)=O)C1CCCCC1 (3-[2(R)-amino-2-cyclohexylethyl]-5-(2-fluoro-3-methoxyphenyl)-1-[2,6-difluorobenzyl]-6-methyl-pyrimidine-2,4(1H,3H)-dione). The reactants are C(C)(=O)OC1C=CC(C(O1)C(C)C)=O (6-acetoxy-2-isopropyl-2H-pyran-3(6H)-one), C(CCCCCCCCCCCCCCC)O (cetyl alcohol), stannic chloride. Run in C(C)OCC (ethyl ether). Product: C(CCCCCCCCCCCCCCC)OC1C=CC(C(O1)C(C)C)=O (6-cetyloxy-2-isopropyl-2H-pyran-3(6H)-one). Yield: 92.1%. As a reaction SMILES: [C:1]([O:4][CH:5]1[O:10][CH:9]([CH:11]([CH3:13])[CH3:12])[C:8](=[O:14])[CH:7]=[CH:6]1)(=O)[CH3:2].[CH2:15](O)[CH2:16][CH2:17][CH2:18][CH2:19][CH2:20][CH2:21][CH2:22][CH2:23][CH2:24][CH2:25][CH2:26][CH2:27][CH2:28]CC>C(OCC)C>[CH2:1]([O:4][CH:5]1[O:10][CH:9]([CH:11]([CH3:13])[CH3:12])[C:8](=[O:14])[CH:7]=[CH:6]1)[CH2:2][CH2:28][CH2:27][CH2:26][CH2:25][CH2:24][CH2:23][CH2:22][CH2:21][CH2:20][CH2:19][CH2:18][CH2:17][CH2:16][CH3:15]. Procedure: In 50 ml of ethyl ether were dissolved 3.96 g of 6-acetoxy-2-isopropyl-2H-pyran-3(6H)-one and 4.84 g of cetyl alcohol with stirring. Into the solution was gradually added 0.1 ml of anhydrous stannic chloride at a temperature of 5° to 10° C. The reaction mixture was stirred at room temperature for 7 hours, washed twice with aqueous sodium hydrogencarbonate solution and once with saturated aqueous sodium chloride solution and then dried over anhydrous magnesium sulfate. By the distillation of solv... Starting materials: C(C1=CC=CC=C1)(=O)N1C(=CC2=CC(=CC=C12)[N+](=O)[O-])C(=O)OCC (Ethyl 1-benzoyl-5-nitroindole-2-carboxylate). The reagents and catalysts are [Pd] (Pd/C). Solvent: C1CCOC1 (THF). Yields the product NC=1C=C2C=C(N(C2=CC1)C(C1=CC=CC=C1)=O)C(=O)OCC (Ethyl 5-amino-1-benzoylindole-2-carboxylate). The yield is 96.1%. Reaction SMILES: [C:1]([N:9]1[C:17]2[C:12](=[CH:13][C:14]([N+:18]([O-])=O)=[CH:15][CH:16]=2)[CH:11]=[C:10]1[C:21]([O:23][CH2:24][CH3:25])=[O:22])(=[O:8])[C:2]1[CH:7]=[CH:6][CH:5]=[CH:4][CH:3]=1>C1COCC1.[Pd]>[NH2:18][C:14]1[CH:13]=[C:12]2[C:17](=[CH:16][CH:15]=1)[N:9]([C:1](=[O:8])[C:2]1[CH:7]=[CH:6][CH:5]=[CH:4][CH:3]=1)[C:10]([C:21]([O:23][CH2:24][CH3:25])=[O:22])=[CH:11]2. Procedure details: A solution of 3.2 (1.86 g, 5.5 mmol) and 10% Pd/C (440 mg) in dry THF (30 ml) was stirred under H2 for 16 hrs. The resulting mixture was filtered through celite which was washed with EtOAc (40 ml) and the filtrate was concentrated. The residue was purified by chromatography (SiO2, 0 to 40% EtOAc in hexanes) to afford 3.3 (1.63 g, 96%) as a bright yellow oil. 1H NMR (250 MHz, CDCl3) δ ppm 7.40-7.72 (m, 6H), 7.18 (s, 1H), 6.92 (d, 1H), 6.82 (dd, 1H), 3.92 (q, 2H), 3.68 (br s, 2H), 1.06 (t, 3H); FA...